This data is from the Open Reaction Database (ORD), a public repository of structured organic reaction records. The task is: describe an organic reaction: reactants, conditions, products, and yield Reaction SMILES: [OH:1][C:2]1[CH:7]=[CH:6][C:5]([C:8]([C:15]2[CH:20]=[CH:19][C:18]([OH:21])=[CH:17][CH:16]=2)([CH3:14])[CH2:9][CH2:10][C:11](O)=O)=[CH:4][CH:3]=1.[C:22]1([NH2:29])[CH:27]=[CH:26][CH:25]=[CH:24][C:23]=1[NH2:28]>P(=O)(O)(O)O>[NH:28]1[C:23]2[CH:24]=[CH:25][CH:26]=[CH:27][C:22]=2[N:29]=[C:11]1[CH2:10][CH2:9][C:8]([C:15]1[CH:20]=[CH:19][C:18]([OH:21])=[CH:17][CH:16]=1)([C:5]1[CH:6]=[CH:7][C:2]([OH:1])=[CH:3][CH:4]=1)[CH3:14]. Starting materials: OC1=CC=C(C=C1)C(CCC(=O)O)(C)C1=CC=C(C=C1)O (4,4-bis(4-hydroxyphenyl)pentanoic acid), C1(=C(C=CC=C1)N)N (1,2-phenylenediamine), polyphosphoric acid. Reported procedure: In a four neck 250 mL reaction kettle equipped with an overhead stirrer, thermocouple, gas inlets adapter and condenser, were charged 30.01 gram 4,4-bis(4-hydroxyphenyl)pentanoic acid (0.1048 moles), 15.17 gram 1,2-phenylenediamine (0.1403 moles) and 150 gram polyphosphoric acid. The mixture was stirred at 250 rpm at room temperature for 15 minutes and heated up to 120° C. under argon atmosphere. The reaction was continued for 3 hours and the product was cooled to room temperature. The product o... Yields the product N1C(=NC2=C1C=CC=C2)CCC(C)(C2=CC=C(C=C2)O)C2=CC=C(C=C2)O (4,4′-(4-(1H-benzo[d]imidazol-2-yl)butane-2,2-diyl)diphenol). Conditions: time 15 minute. The solvent is P(O)(O)(O)=O (phosphoric acid). Reactants: NC=1C=C(C=CC1C#N)O (3-Amino-4-cyanophenol), N1=CC=CC=C1 (pyridine), O (water), Cl (hydrochloric acid), C(C)OC(=S)[S-].[K+] (potassium ethylxanthate). Yields the product C(#N)C=1C=CC2=C(N=C(O2)S)C1 (5-cyano-2-mercaptobenzoxazole). As a reaction SMILES: N[C:2]1[CH:3]=[C:4]([OH:10])[CH:5]=[CH:6][C:7]=1[C:8]#[N:9].C(O[C:14]([S-:16])=S)C.[K+].O.Cl.[N:20]1C=CC=CC=1>>[C:8]([C:7]1[CH:6]=[CH:5][C:4]2[O:10][C:14]([SH:16])=[N:20][C:3]=2[CH:2]=1)#[N:9] |f:1.2|. Procedure details: 3-Amino-4-cyanophenol (6.71 g) was dissolved in pyridine (100 mL), and potassium ethylxanthate (8.82 g) was added thereto. The mixture was refluxed for 2 hr. After allowing to cool, iced water (200 mL) was added to the reaction mixture, and conc. hydrochloric acid (40 mL) was added thereto. The precipitated solid was collected by filtration to give 5-cyano-2-mercaptobenzoxazole (5.62 g) as a gray powder. The reactants are FC=1C=C(C=C(C1)F)NC1=C(C(=CC(=C1)F)F)[N+](=O)[O-] (N-(3,5-difluorophenyl)-3,5-difluoro-2-nitroaniline), O (water). The reagents and catalysts are [Fe] (iron). Run in CC(=O)O (AcOH). Reaction conditions: temperature 100 celsius. The product is FC=1C=C(C=C(C1)F)NC=1C(=C(C=C(C1)F)F)N (N1-(3,5-difluorophenyl)-3,5-difluoro-benzene-1,2-diamine). Reaction SMILES: [F:1][C:2]1[CH:3]=[C:4]([NH:9][C:10]2[CH:15]=[C:14]([F:16])[CH:13]=[C:12]([F:17])[C:11]=2[N+:18]([O-])=O)[CH:5]=[C:6]([F:8])[CH:7]=1.O>CC(O)=O.[Fe]>[F:1][C:2]1[CH:3]=[C:4]([NH:9][C:10]2[C:11]([NH2:18])=[C:12]([F:17])[CH:13]=[C:14]([F:16])[CH:15]=2)[CH:5]=[C:6]([F:8])[CH:7]=1. Reported procedure: To a solution of N-(3,5-difluorophenyl)-3,5-difluoro-2-nitroaniline (1 g, 3.49 mmol) in AcOH (10.5 mL) was added iron powder (585 mg, 10.48 mmol) and the reaction mixture was heated to 100° C. for 1 h. The reaction mixture was cooled to rt and water was added. The organic layer was extracted with EtOAc and was basified by using satd. sodium bicarbonate solution. The organic phase was dried over sodium sulfate and concentrated in vacuo to provide N1-(3,5-difluorophenyl)-3,5-difluoro-benzene-1,2-d... The reactants are [I-].[Na+] (sodium iodide), C[Si](C)(C)Cl (trimethylsilyl chloride), C(C1=CC=CC=C1)OC=1C=C2C(=CN(C2=CC1OC)C)C1=CC=2C(=NC=CC2)N1S(=O)(=O)C1=CC=C(C=C1)C (2-(5-benzyloxy-6-methoxy-1-methyl-1H-indol-3-yl)-1-(toluene-4-sulfonyl)-1H-pyrrolo[2,3-b]pyridine), [I-].[Na+] (sodium iodide), C[Si](C)(C)Cl (trimethylsilyl chloride). Reaction SMILES: C([O:8][C:9]1[CH:10]=[C:11]2[C:15](=[CH:16][C:17]=1[O:18][CH3:19])[N:14]([CH3:20])[CH:13]=[C:12]2[C:21]1[N:29]([S:30]([C:33]2[CH:38]=[CH:37][C:36]([CH3:39])=[CH:35][CH:34]=2)(=[O:32])=[O:31])[C:24]2=[N:25][CH:26]=[CH:27][CH:28]=[C:23]2[CH:22]=1)C1C=CC=CC=1.[I-].[Na+].C[Si](Cl)(C)C>C(#N)C>[OH:8][C:9]1[CH:10]=[C:11]2[C:15](=[CH:16][C:17]=1[O:18][CH3:19])[N:14]([CH3:20])[CH:13]=[C:12]2[C:21]1[N:29]([S:30]([C:33]2[CH:34]=[CH:35][C:36]([CH3:39])=[CH:37][CH:38]=2)(=[O:32])=[O:31])[C:24]2=[N:25][CH:26]=[CH:27][CH:28]=[C:23]2[CH:22]=1 |f:1.2|. Yield: 58.3%. The product is OC=1C=C2C(=CN(C2=CC1OC)C)C1=CC=2C(=NC=CC2)N1S(=O)(=O)C1=CC=C(C=C1)C (2-(5-Hydroxy-6-methoxy-1-methyl-1H-indol-3-yl)-1-(toluene-4-sulfonyl)-1H-pyrrolo[2,3-b]pyridine). Reported procedure: A solution of 2-(5-benzyloxy-6-methoxy-1-methyl-1H-indol-3-yl)-1-(toluene-4-sulfonyl)-1H-pyrrolo[2,3-b]pyridine [6.26 g, Reference Example 13(e)] in acetonitrile (500 mL) was treated with sodium iodide (4.38 g) followed by trimethylsilyl chloride (3.17 mL). The mixture stirred at 40° C. for 3 hours then treated with further portions of sodium iodide (4.38 g) and trimethylsilyl chloride (3.17 mL). After stirring at 40° C. for a further 12 hours the reaction mixture was evaporated. The residue was... Conditions: temperature 40 celsius, time 3 hour. Run in C(C)#N (acetonitrile). Starting materials: COC1=NOC(=C1)C (3-methoxy-5-methylisoxazole), F[B-](F)(F)F.C[O+](C)C (trimethyloxonium tetrafluoroborate). The solvent is C(Cl)Cl (CH2Cl2). Yields the product F[B-](F)(F)F.C[N+]=1OC(=CC1OC)C (2,5-dimethyl-3-methoxyisoxazolium tetrafluoroborate). As a reaction SMILES: [CH3:1][O:2][C:3]1[CH:7]=[C:6]([CH3:8])[O:5][N:4]=1.[F:9][B-:10]([F:13])([F:12])[F:11].[CH3:14][O+](C)C>C(Cl)Cl>[F:9][B-:10]([F:13])([F:12])[F:11].[CH3:14][N+:4]1[O:5][C:6]([CH3:8])=[CH:7][C:3]=1[O:2][CH3:1] |f:1.2,4.5|. Procedure details: The starting material may be prepared by reaction of 3-methoxy-5-methylisoxazole with trimethyloxonium tetrafluoroborate in CH2Cl2 for 3.5 hours at reflux to give 2,5-dimethyl-3-methoxyisoxazolium tetrafluoroborate.